Dataset: the Open Reaction Database (ORD), a public repository of structured organic reaction records. Task: describe an organic reaction: reactants, conditions, products, and yield Starting materials: OC1C[C@H](NC1)C(=O)O (4-Hydroxy-L-proline), N1N=NN=C1C1=C(C=CC=C1)C1=CC2=C(N(C=N2)C(C(=O)O)CCCCCC)C=C1 (2-[5-(2-tetrazol-5-ylphenyl)benzimidazol-1-yl]octanoic acid), C(C)(C)N(C(C)C)CC (N,N-Diisopropylethylamine), OC1=CC=CC=2NN=NC21 (Hydroxybenzotriazole), C1(CCCCC1)N=C=NC1CCCCC1 (dicyciohexylcarbodiimide). The solvent is CN(C)C=O (DMF). Run at temperature 0 celsius, time 10 minute. Yields the product O=C(C(CCCCCC)N1C=NC2=C1C=CC(=C2)C2=C(C=CC=C2)C=2N=NNN2)N2[C@H](C(=O)O)CC(C2)O (1-[1-oxo-2-[5-[2-(2H-tetrazol-5-yl)phenyl]-1H-benzimidazol-1-yl]octyl]-4-hydroxy-L-proline). The yield is 52.2%. Reaction SMILES: [OH:1][CH:2]1[CH2:6][NH:5][C@H:4]([C:7]([OH:9])=[O:8])[CH2:3]1.[NH:10]1[C:14]([C:15]2[CH:20]=[CH:19][CH:18]=[CH:17][C:16]=2[C:21]2[CH:39]=[CH:38][C:24]3[N:25]([CH:28]([CH2:32][CH2:33][CH2:34][CH2:35][CH2:36][CH3:37])[C:29](O)=[O:30])[CH:26]=[N:27][C:23]=3[CH:22]=2)=[N:13][N:12]=[N:11]1.C(N(CC)C(C)C)(C)C.OC1C2N=NNC=2C=CC=1.C1(N=C=NC2CCCCC2)CCCCC1>CN(C=O)C>[O:30]=[C:29]([N:5]1[CH2:6][CH:2]([OH:1])[CH2:3][C@H:4]1[C:7]([OH:9])=[O:8])[CH:28]([N:25]1[C:24]2[CH:38]=[CH:39][C:21]([C:16]3[CH:17]=[CH:18][CH:19]=[CH:20][C:15]=3[C:14]3[N:10]=[N:11][NH:12][N:13]=3)=[CH:22][C:23]=2[N:27]=[CH:26]1)[CH2:32][CH2:33][CH2:34][CH2:35][CH2:36][CH3:37]. Procedure details: 4-Hydroxy-L-proline lacetone hydrobromide (0.74 mmoles, 143 mg) and 2-[5-(2-tetrazol-5-ylphenyl)benzimidazol-1-yl]octanoic acid (0.74 mmoles, 300 mg) were dissolved in 30 ml DMF and cooled to 0° C. N,N-Diisopropylethylamine (0.74 moles, 0.15 ml) was added. The solution was stirred for 10 minutes. Hydroxybenzotriazole (0.74 mmoles, 100 mg) and then dicyciohexylcarbodiimide (0.74 mmoles, 153 mg) were added. The solution was stirred at room temperature for 3 days. The intermediate was extracted in ...